This data is from the Open Reaction Database (ORD), a public repository of structured organic reaction records. The task is: describe an organic reaction: reactants, conditions, products, and yield Reactants: [Br-].C(CC1=CC=CC=C1)[P+](C1=CC=CC=C1)(C1=CC=CC=C1)C1=CC=CC=C1 (phenethyltriphenylphosphonium bromide), [Li]CCCC (n-BuLi), CC(=CCCC(C)=O)C (6-methylhept-5-en-2-one). Product: CC(=CCC1=CC=CC=C1)CCC=C(C)C ((3,7-Dimethylocta-2,6-dienyl)benzene). Yield: 17.4%. As a reaction SMILES: [Br-].[CH2:2]([P+](C1C=CC=CC=1)(C1C=CC=CC=1)C1C=CC=CC=1)[CH2:3][C:4]1[CH:9]=[CH:8][CH:7]=[CH:6][CH:5]=1.[Li]CCCC.[CH3:34][C:35]([CH3:42])=[CH:36][CH2:37][CH2:38][C:39](=O)[CH3:40]>>[CH3:40][C:39]([CH2:38][CH2:37][CH:36]=[C:35]([CH3:42])[CH3:34])=[CH:2][CH2:3][C:4]1[CH:5]=[CH:6][CH:7]=[CH:8][CH:9]=1 |f:0.1|. Reported procedure: Starting from phenethyltriphenylphosphonium bromide (3.48 g, 7.78 mmol, 1.0 equiv.), n-BuLi (1.6 M in hexanes, 4.9 mL, 7.78 mmol, 1.0 equiv.) and 6-methylhept-5-en-2-one (1.48 g, 11.7 mmol, 1.5 equiv.), 0.29 g (17%) of the title compound as a colorless oil was obtained after purification by flash chromatography on SiO2 (cyclohexane). Starting materials: S(=O)(Cl)Cl (thionyl chloride), [Si](C)(C)(C(C)(C)C)O[C@H]([C@@H](CO)NC(OC(C)(C)C)=O)C1=CC=C(C=C1)C(F)(F)F (tert-butyl (1S,2R)-1-(tert-butyldimethylsilyloxy)-3-hydroxy-1-(4-(trifluoromethyl)phenyl)propan-2-ylcarbamate), N1=CC=CC=C1 (pyridine). The solvent is CC#N (MeCN), C(Cl)Cl (DCM), CC#N (MeCN), C(Cl)Cl (DCM), C1CCOC1 (THF). Reaction conditions: time 10 minute. The product is [Si](C)(C)(C(C)(C)C)O[C@H]([C@@H]1N(S(OC1)=O)C(=O)OC(C)(C)C)C1=CC=C(C=C1)C(F)(F)F (tert-Butyl (4R)-4-((S)-((tert-butyl(dimethyl)silyl)oxy)(4-(trifluoromethyl)phenyl)methyl)-1,2,3-oxathiazolidine-3-carboxylate 2-oxide). Isolated yield 89.7%. As a reaction SMILES: [S:1](Cl)(Cl)=[O:2].[Si:5]([O:12][C@@H:13]([C:25]1[CH:30]=[CH:29][C:28]([C:31]([F:34])([F:33])[F:32])=[CH:27][CH:26]=1)[C@H:14]([NH:17][C:18](=[O:24])[O:19][C:20]([CH3:23])([CH3:22])[CH3:21])[CH2:15][OH:16])([C:8]([CH3:11])([CH3:10])[CH3:9])([CH3:7])[CH3:6].N1C=CC=CC=1>CC#N.C(Cl)Cl.C1COCC1>[Si:5]([O:12][C@@H:13]([C:25]1[CH:30]=[CH:29][C:28]([C:31]([F:32])([F:33])[F:34])=[CH:27][CH:26]=1)[C@H:14]1[CH2:15][O:16][S:1](=[O:2])[N:17]1[C:18]([O:19][C:20]([CH3:23])([CH3:22])[CH3:21])=[O:24])([C:8]([CH3:9])([CH3:10])[CH3:11])([CH3:7])[CH3:6]. Procedure details: To a solution of thionyl chloride (0.74 mL, 10.1 mmol) in MeCN (12 mL) and DCM (12 mL) at −78° C. was added a solution of tert-butyl (1S,2R)-1-(tert-butyldimethylsilyloxy)-3-hydroxy-1-(4-(trifluoromethyl)phenyl)propan-2-ylcarbamate (1.82 g, 4.05 mmol) in MeCN (20 mL), DCM (20 mL) and THF (4 mL) dropwise via a dropping funnel. After 10 minutes, pyridine (1.82 mL, 22.3 mmol) was added dropwise at −78° C. The mixture was allowed to warm to room temperature and stirred overnight. The solvent was rem... The reactants are C1(=CC=C(C=C1)S(=O)(=O)O)C.C1(CCCC1)OC([C@H](CC(C)C)N)=O ((S)-2-amino-4-methyl-pentanoic acid cyclopentyl ester toluene-4-sulfonic acid). Solvent: C(Cl)Cl (DCM), C(=O)(O)[O-].[Na+] (NaHCO3). The product is C1(CCCC1)OC([C@H](CC(C)C)N)=O ((S)-2-Amino-4-methyl-pentanoic acid cyclopentyl ester). Isolated yield 42.5%. As a reaction SMILES: C1(C)C=CC(S(O)(=O)=O)=CC=1.[CH:12]1([O:17][C:18](=[O:25])[C@@H:19]([NH2:24])[CH2:20][CH:21]([CH3:23])[CH3:22])[CH2:16][CH2:15][CH2:14][CH2:13]1>C(Cl)Cl.C([O-])(O)=O.[Na+]>[CH:12]1([O:17][C:18](=[O:25])[C@@H:19]([NH2:24])[CH2:20][CH:21]([CH3:22])[CH3:23])[CH2:13][CH2:14][CH2:15][CH2:16]1 |f:0.1,3.4|. Procedure: A solution of (S)-2-amino-4-methyl-pentanoic acid cyclopentyl ester toluene-4-sulfonic acid (2.57 g, 0.013 mol) in DCM (5 ml) was washed with saturated aqueous NaHCO3 solution (2×3 ml). The combined aqueous layers were back extracted with DCM (3×4 ml). The combined organic layers were dried (MgSO4), and the solvent removed in vacuo to give a colourless oil (1.10 g, 80% yield). 1H NMR (300 MHz, CDCl3), δ: 0.90 (6H, t, CH3×2, J=6.4 Hz), 1.23-1.94 (11H, m, 5×CH2, CH), 3.38 (1H, dd, CH, J=8.4, 5.9 H... Starting materials: Cl (hydrochloric acid), C1(C=CCCC1)C(=O)OC (Methyl 2-cyclohexene-1-carboxylate), [Na] (sodium), 21. The solvent is CO (methanol). Product: C1(=CCCCC1)C(=O)OC (methyl 1-cyclohexene-1-carboxylate). Yield: 87.5%. As a reaction SMILES: [CH:1]1([C:7]([O:9][CH3:10])=[O:8])[CH2:6][CH2:5][CH2:4][CH:3]=[CH:2]1.[Na].Cl>CO>[C:1]1([C:7]([O:9][CH3:10])=[O:8])[CH2:6][CH2:5][CH2:4][CH2:3][CH:2]=1 |^1:10|. Reported procedure: Methyl 2-cyclohexene-1-carboxylate (4.0 g; 28.5 m. moles) was added to a solution of sodium (0.73 g; 31.7 m. moles) in methanol (20 ml) and the mixture was allowed to stand at room temperature for a period of 21/2 hours. The mixture was poured into dilute hydrochloric acid, extracted with ether (4×25 ml) and the combined extracts washed with dilute aqueous sodium carbonate and then water. The dried (MgSO4) extract was evaporated and the residue distilled to give methyl 1-cyclohexene-1-carboxylat... Starting materials: BrCC(CCCCC)=O (1-bromo-2-heptanone), NC=1SC=C(N1)CCCCC (2-amino-4-pentylthiazole), NC=1SC(=C(N1)CC)CCC (2-amino-4-ethyl-5-propylthiazole), BrC(CC)C(CCC)=O (3-bromo-4-heptanone), BrC(C(C(C)C)=O)C(C)C (4-bromo-2,5-dimethyl-3-hexanone), NC=1SC(=C(N1)C(C)C)C(C)C (2-amino-4,5-diisopropylthiazole). Product: NC=1SC(=C(N1)CC)C (2-Amino-4-ethyl-5-methylthiazole). As a reaction SMILES: BrCC(=O)CCCCC.BrC(C(=O)CCC)CC.BrC(C(C)C)C(=O)C(C)C.NC1SC=C(CCCCC)N=1.[NH2:40][C:41]1[S:42][C:43]([CH2:48]CC)=[C:44]([CH2:46][CH3:47])[N:45]=1.NC1SC(C(C)C)=C(C(C)C)N=1>>[NH2:40][C:41]1[S:42][C:43]([CH3:48])=[C:44]([CH2:46][CH3:47])[N:45]=1. Reported procedure: By the same method, 1-bromo-2-heptanone, 3-bromo-4-heptanone and 4-bromo-2,5-dimethyl-3-hexanone are converted to 2-amino-4-pentylthiazole, 2-amino-4-ethyl-5-propylthiazole and 2-amino-4,5-diisopropylthiazole, respectively. Procedure: A solution at −78° C. of 1.5 mmol of the compound obtained in Step 3 in tetrahydrofuran is treated with 9 mmol of tert-butylithium (1.8M in hexane). After stirring the mixture for 1 hour, 12 mmol of dimethylformamide are added and the mixture is brought to ambient temperature. After reaction for 4 hours, the solution is hydrolysed by a saturated solution of NH4Cl and then extracted with dichloromethane. After treating the organic phase in conventional manner, chromatography of the residue on sil... Starting materials: BrC=1C=C2C(=CNC2=CC1)CCN1CCN(CC1)C1=NC=CC2=C1C=CN2 (4-{4-[2-(5-Bromo-1H-indol-3-yl)ethyl]-1-piperazinyl}-1H-pyrrolo[3,2-c]pyridine), [NH4+].[Cl-] (NH4Cl), CN(C=O)C (dimethylformamide). Run in O1CCCC1 (tetrahydrofuran), CCCCCC (hexane). Reaction conditions: time 1 hour. As a reaction SMILES: Br[C:2]1[CH:3]=[C:4]2[C:8](=[CH:9][CH:10]=1)[NH:7][CH:6]=[C:5]2[CH2:11][CH2:12][N:13]1[CH2:18][CH2:17][N:16]([C:19]2[C:24]3[CH:25]=[CH:26][NH:27][C:23]=3[CH:22]=[CH:21][N:20]=2)[CH2:15][CH2:14]1.CN(C)[CH:30]=[O:31].[NH4+].[Cl-]>O1CCCC1.CCCCCC>[NH:27]1[C:23]2[CH:22]=[CH:21][N:20]=[C:19]([N:16]3[CH2:17][CH2:18][N:13]([CH2:12][CH2:11][C:5]4[C:4]5[C:8](=[CH:9][CH:10]=[C:2]([CH:30]=[O:31])[CH:3]=5)[NH:7][CH:6]=4)[CH2:14][CH2:15]3)[C:24]=2[CH:25]=[CH:26]1 |f:2.3|. The product is N1C=CC=2C(=NC=CC21)N2CCN(CC2)CCC2=CNC1=CC=C(C=C21)C=O (3-{2-[4-(1H-Pyrrolo[3,2-c]pyridin-4-yl)-1-piperazinyl]ethyl}-1H-indol-5-carbaldehyde).